Dataset: the Open Reaction Database (ORD), a public repository of structured organic reaction records. Task: describe an organic reaction: reactants, conditions, products, and yield Reactants: BrC=1C(=NC=C(C1)C(NC1=CC=C(C=C1)OC(F)(F)F)=O)N1C[C@H](CC1)N(C(OC(C)(C)C)=O)C ((S)-tert-butyl (1-(3-bromo-5-((4-(trifluoromethoxy)phenyl)carbamoyl)pyridin-2-yl)pyrrolidin-3-yl)(methyl)carbamate), N1=CC(=CC=C1)B(O)O (pyridin-3-ylboronic acid). Yields the product CN[C@@H]1CN(CC1)C1=NC=C(C=C1C=1C=NC=CC1)C(=O)NC1=CC=C(C=C1)OC(F)(F)F ((S)-2-(3-(Methylamino)pyrrolidin-1-yl)-N-(4-(trifluoromethoxy)phenyl)-[3,3′-bipyridine]-5-carboxamide). RXN SMILES: Br[C:2]1[C:3]([N:22]2[CH2:26][CH2:25][C@H:24]([N:27]([CH3:35])C(=O)OC(C)(C)C)[CH2:23]2)=[N:4][CH:5]=[C:6]([C:8](=[O:21])[NH:9][C:10]2[CH:15]=[CH:14][C:13]([O:16][C:17]([F:20])([F:19])[F:18])=[CH:12][CH:11]=2)[CH:7]=1.[N:36]1[CH:41]=[CH:40][CH:39]=[C:38](B(O)O)[CH:37]=1>>[CH3:35][NH:27][C@H:24]1[CH2:25][CH2:26][N:22]([C:3]2[C:2]([C:38]3[CH:37]=[N:36][CH:41]=[CH:40][CH:39]=3)=[CH:7][C:6]([C:8]([NH:9][C:10]3[CH:11]=[CH:12][C:13]([O:16][C:17]([F:20])([F:18])[F:19])=[CH:14][CH:15]=3)=[O:21])=[CH:5][N:4]=2)[CH2:23]1. Reported procedure: The title compound was prepared in an analogous fashion to that described in Example 93 using (S)-tert-butyl (1-(3-bromo-5-((4-(trifluoromethoxy)phenyl)carbamoyl)pyridin-2-yl)pyrrolidin-3-yl)(methyl)carbamate (Stage 102.1) and pyridin-3-ylboronic acid. LC-MS (Condition 6) tR=0.8 min, m/z=458.0 [M+H]+. Starting materials: C1=CC=C(C=C1)P(C2=CC=CC=C2)C3=C(C4=CC=CC=C4C=C3)C5=C(C=CC6=CC=CC=C65)P(C7=CC=CC=C7)C8=CC=CC=C8 ((S)-(−)-2,2′-bis(diphenylphosphino)-1,1′-binaphthyl), CC(C)(C)[O-].[Na+] (NaOt-Bu), C(C)C=1C(CC(C1)=O)C(=O)OCC (ethyl 2-ethyl-4-oxocyclopent-2-enecarboxylate), CC(C)(C)O (t-BuOH), polymethylhydrosiloxane, C(C)[C@H]1[C@H](C[C@H](C1)O)C(=O)OCC ((1S,2R,4S)-ethyl 2-ethyl-4-hydroxycyclopentanecarboxylate). The reagents and catalysts are [Cu]Cl (copper (I) chloride). Solvent: C1(=CC=CC=C1)C (toluene), C1(=CC=CC=C1)C (toluene). Run at time 15 minute. Yields the product C(C)C1C(CC(C1)O)C(=O)OCC (ethyl 2-ethyl-4-hydroxycyclopentanecarboxylate). Reaction SMILES: C1C=CC(P(C2C=CC3C(=CC=CC=3)C=2C2C3C(=CC=CC=3)C=CC=2P(C2C=CC=CC=2)C2C=CC=CC=2)C2C=CC=CC=2)=CC=1.CC([O-])(C)C.[Na+].[CH2:53]([C:55]1[CH:56]([C:61]([O:63][CH2:64][CH3:65])=[O:62])[CH2:57][C:58](=[O:60])[CH:59]=1)[CH3:54].CC(O)(C)C.C([C@@H]1C[C@H](O)C[C@@H]1C(OCC)=O)C>C1(C)C=CC=CC=1.[Cu]Cl>[CH2:53]([CH:55]1[CH2:59][CH:58]([OH:60])[CH2:57][CH:56]1[C:61]([O:63][CH2:64][CH3:65])=[O:62])[CH3:54] |f:1.2|. Reported procedure: A mixture of copper (I) chloride (0.136 g, 1.37 mmol), (S)-(−)-2,2′-bis(diphenylphosphino)-1,1′-binaphthyl (0.854 g, 1.37 mmol), and NaOt-Bu (0.132 g, 1.37 mmol) in toluene (50 mL) was stirred at ambient temperature for about 15 min then cooled to about 5° C. and polymethylhydrosiloxane (12 mL, 55 mmol) was added. The reaction mixture was stirred for about 40 min at about 5° C. then cooled to about −12° C. A solution of ethyl 2-ethyl-4-oxocyclopent-2-enecarboxylate (5.00 g, 27.4 mmol) and t-BuOH... Reactants: [Br-], C[Mg+], ClCCl, CC(C)(C)S(=O)N=Cc1ccc(F)cn1. Product: CC(NS(=O)C(C)(C)C)c1ccc(F)cn1. Reaction SMILES: [Br-:16].[CH3:17][Mg+:18].[Cl:19][CH2:20][Cl:21].[F:1][c:2]1[cH:3][cH:4][c:5]([CH:8]=[N:9][S:10](=[O:11])[C:12]([CH3:13])([CH3:14])[CH3:15])[n:6][cH:7]1>>[F:1][c:2]1[cH:3][cH:4][c:5]([CH:8]([NH:9][S:10](=[O:11])[C:12]([CH3:13])([CH3:14])[CH3:15])[CH3:17])[n:6][cH:7]1. Starting materials: CC(O)C1CN(Cc2ccccc2)CC1c1ccc(F)c(Cl)c1, C1CCOC1, Oc1ccc(Cl)cn1, c1ccc(P(c2ccccc2)c2ccccc2)cc1. Product: CC(Oc1ccc(Cl)cn1)C1CN(Cc2ccccc2)CC1c1ccc(F)c(Cl)c1. RXN SMILES: [CH2:28]([c:29]1[cH:30][cH:31][cH:32][cH:33][cH:34]1)[N:35]1[CH2:36][CH:37]([CH:48]([CH3:49])[OH:50])[CH:38]([c:40]2[cH:41][c:42]([Cl:47])[c:43]([F:46])[cH:44][cH:45]2)[CH2:39]1.[CH2:51]1[O:52][CH2:53][CH2:54][CH2:55]1.[Cl:20][c:21]1[cH:22][cH:23][c:24]([OH:27])[n:25][cH:26]1.[c:1]1([P:2]([c:3]2[cH:4][cH:5][cH:6][cH:7][cH:8]2)[c:9]2[cH:10][cH:11][cH:12][cH:13][cH:14]2)[cH:15][cH:16][cH:17][cH:18][cH:19]1>>[Cl:20][c:21]1[cH:22][cH:23][c:24]([O:27][CH:48]([CH:37]2[CH2:36][N:35]([CH2:28][c:29]3[cH:30][cH:31][cH:32][cH:33][cH:34]3)[CH2:39][CH:38]2[c:40]2[cH:41][c:42]([Cl:47])[c:43]([F:46])[cH:44][cH:45]2)[CH3:49])[n:25][cH:26]1.